This data is from the Open Reaction Database (ORD), a public repository of structured organic reaction records. The task is: describe an organic reaction: reactants, conditions, products, and yield Starting materials: [BH4-].[Na+] (Sodium borohydride), [OH-].[Na+] (sodium hydroxide), NC1(CC(CC1)C1=CC=2CC[C@H](CC2C=C1)CCCCCC)C(=O)OC (Methyl 1-amino-3-((R)-6-hexyl-5,6,7,8-tetrahydronaphthalen-2-yl)cyclopentanecarboxylate), Cl (Hydrochloric acid). Solvent: CCO (EtOH), C(Cl)Cl (methylene chloride). Reaction conditions: time 8 hour. The product is NC1(CC(CC1)C1=CC=2CC[C@H](CC2C=C1)CCCCCC)CO ((1-amino-3-((R)-6-hexyl-5,6,7,8-tetrahydronaphthalen-2-yl)cyclopentyl)methanol). Isolated yield 93.8%. RXN SMILES: [NH2:1][C:2]1([C:23](OC)=[O:24])[CH2:6][CH2:5][CH:4]([C:7]2[CH:16]=[CH:15][C:14]3[CH2:13][C@H:12]([CH2:17][CH2:18][CH2:19][CH2:20][CH2:21][CH3:22])[CH2:11][CH2:10][C:9]=3[CH:8]=2)[CH2:3]1.[BH4-].[Na+].Cl.[OH-].[Na+]>CCO.C(Cl)Cl>[NH2:1][C:2]1([CH2:23][OH:24])[CH2:6][CH2:5][CH:4]([C:7]2[CH:16]=[CH:15][C:14]3[CH2:13][C@H:12]([CH2:17][CH2:18][CH2:19][CH2:20][CH2:21][CH3:22])[CH2:11][CH2:10][C:9]=3[CH:8]=2)[CH2:3]1 |f:1.2,4.5|. Procedure: Methyl 1-amino-3-((R)-6-hexyl-5,6,7,8-tetrahydronaphthalen-2-yl)cyclopentanecarboxylate (I-8F, 5.7 g, 16 mmol) was dissolved in EtOH (60 mL) and methylene chloride (15 mL). Sodium borohydride (2.5 g, 67 mmol) was added. The mixture was stirred at room temperature overnight. Hydrochloric acid (6 N aqueous, 40 mL) was added slowly at 0° C. to make pH approximately 1. After the mixture was stirred at room temperature for 60 min, sodium hydroxide (10 g in 20 mL of water) was added to make pH approxi... Reactants: ClC1=NC2=C(N1)C=C1C=CC=CC1=C2 (2-chloro-1H-naphth[2,3-d]imidazole), SCC1=NC=CC=C1 (2-mercaptomethylpyridine), O (water). The solvent is C(C)O (ethanol), [OH-].[Na+] (caustic soda). The product is N1=C(C=CC=C1)CSC1=NC2=C(N1)C=C1C=CC=CC1=C2 (2-[(2-pyridylmethyl)thio]-1H-naphth[2,3-d]imidazole). The yield is 51.4%. RXN SMILES: Cl[C:2]1[NH:6][C:5]2[CH:7]=[C:8]3[C:13](=[CH:14][C:4]=2[N:3]=1)[CH:12]=[CH:11][CH:10]=[CH:9]3.[SH:15][CH2:16][C:17]1[CH:22]=[CH:21][CH:20]=[CH:19][N:18]=1.O>C(O)C.[OH-].[Na+]>[N:18]1[CH:19]=[CH:20][CH:21]=[CH:22][C:17]=1[CH2:16][S:15][C:2]1[NH:6][C:5]2[CH:7]=[C:8]3[C:13](=[CH:14][C:4]=2[N:3]=1)[CH:12]=[CH:11][CH:10]=[CH:9]3 |f:4.5|. Procedure details: 0.92 g of 2-chloro-1H-naphth[2,3-d]imidazole and 0.57 g of 2-mercaptomethylpyridine were heated under reflux for 18 hours in 15 ml of ethanol and 4.5 ml of 1 N caustic soda. 50 ml of water were added to the reaction solution, which was then extracted twice with a total amount of 50 ml of ethyl acetate. The organic phases were washed with saturated sodium chloride solution, dried over magnesium sulphate, and evaporated to dryness on a rotary evaporator. Crystallisation from 50 ml of acetonitrile ... Reactants: C1CNCCN1, CCO, Cl, Cl, Fc1ccc(CCl)cc1, C1CNCCN1, O. The product is Fc1ccc(CN2CC[NH2+]CC2)cc1, [Cl-]. Reaction SMILES: [CH2:1]1[CH2:2][NH:3][CH2:4][CH2:5][NH:6]1.[CH3:25][CH2:26][OH:27].[ClH:8].[ClH:9].[F:16][c:17]1[cH:18][cH:19][c:20]([CH2:21][Cl:22])[cH:23][cH:24]1.[NH:10]1[CH2:11][CH2:12][NH:13][CH2:14][CH2:15]1.[OH2:7]>>[CH2:1]1[CH2:2][N:3]([CH2:21][c:20]2[cH:19][cH:18][c:17]([F:16])[cH:24][cH:23]2)[CH2:4][CH2:5][NH2+:6]1.[Cl-:22]. The reactants are C(=O)(O)[O-].[Na+] (NaHCO3), S(=O)(=O)([O-])[O-] (sulfate), Cl.C(C)(C)(C)NO (N-tert-butylhydroxylamine hydrochloride), C1(=CC(=C2C=CC=CC=C12)C=O)C=O (1,3-Azulenedicarboxaldehyde). The solvent is C(Cl)(Cl)Cl (CHCl3), N1=CC=CC=C1 (pyridine). Reaction conditions: temperature 95 celsius. The product is C1=CC=C2C=CC=CC=C12 (azulene). Isolated yield 225.1%. As a reaction SMILES: [C:1]1(C=O)[C:10]2[C:4]([CH:5]=[CH:6][CH:7]=[CH:8][CH:9]=2)=[C:3](C=O)[CH:2]=1.S([O-])([O-])(=O)=O.Cl.C(NO)(C)(C)C.C([O-])(O)=O.[Na+]>N1C=CC=CC=1.C(Cl)(Cl)Cl>[CH:1]1[C:10]2[C:4]([CH:5]=[CH:6][CH:7]=[CH:8][CH:9]=2)=[CH:3][CH:2]=1 |f:2.3,4.5|. Procedure details: 1,3-Azulenedicarboxaldehyde (600 mg) is dissolved in 6.5 ml of pyridine. Magesium sulfate (1200 mg) and N-tert-butylhydroxylamine hydrochloride (1638 mg) is added to the solution. The mixture is heated with stirring to 95° C. under nitrogen and is stirred for 13 hours. Upon cooling to rt, the reaction mixture is poured into a separator funnel containing 60 ml of CHCl3 and 60 ml of sat aq. NaHCO3. The aqueous layer is separated and washed with three 30 ml portions of CHCl3. The combined organic l... Starting materials: CC1(COCOC1)COC(=O)NC=1C(N(C(=CC1)C1=CC=CC=C1)CC(=O)NC(C(C(F)(F)F)=O)C(C)C)=O (2-[3-(5-methyl-1,3-dioxacyclohex-5-ylmethoxy-carbonylamino)-2-oxo-6-phenyl-1,2-dihydro-1-pyridyl]-N-(3,3,3-trifluoro-1-isopropyl-2-oxopropyl)acetamide), B(Cl)(Cl)Cl (boron trichloride). The solvent is C(Cl)Cl (methylene chloride), C(Cl)Cl (methylene chloride). Run at time 15 minute. Yields the product OCC(COC(=O)NC=1C(N(C(=CC1)C1=CC=CC=C1)CC(=O)NC(C(C(F)(F)F)=O)C(C)C)=O)(C)CO (2-[3-[2,2-bis(hydroxymethyl)propoxycarbonylamino]-2-oxo-6-phenyl-1,2-dihydro-1-pyridyl]-N-(3,3,3-trifluoro-1-isopropyl-2-oxopropyl)acetamide). The yield is 73.0%. Reaction SMILES: [CH3:1][C:2]1([CH2:8][O:9][C:10]([NH:12][C:13]2[C:14](=[O:39])[N:15]([CH2:25][C:26]([NH:28][CH:29]([CH:36]([CH3:38])[CH3:37])[C:30](=[O:35])[C:31]([F:34])([F:33])[F:32])=[O:27])[C:16]([C:19]3[CH:24]=[CH:23][CH:22]=[CH:21][CH:20]=3)=[CH:17][CH:18]=2)=[O:11])[CH2:7][O:6]C[O:4][CH2:3]1.B(Cl)(Cl)Cl>C(Cl)Cl>[OH:6][CH2:7][C:2]([CH2:3][OH:4])([CH3:1])[CH2:8][O:9][C:10]([NH:12][C:13]1[C:14](=[O:39])[N:15]([CH2:25][C:26]([NH:28][CH:29]([CH:36]([CH3:38])[CH3:37])[C:30](=[O:35])[C:31]([F:33])([F:34])[F:32])=[O:27])[C:16]([C:19]2[CH:24]=[CH:23][CH:22]=[CH:21][CH:20]=2)=[CH:17][CH:18]=1)=[O:11]. Reported procedure: To a solution of 2-[3-(5-methyl-1,3-dioxacyclohex-5-ylmethoxy-carbonylamino)-2-oxo-6-phenyl-1,2-dihydro-1-pyridyl]-N-(3,3,3-trifluoro-1-isopropyl-2-oxopropyl)acetamide (0.35 g) in methylene chloride (6 mL), cooled to 0° C. , was added dropwise 1.27 mL of a 10M methylene chloride solution of boron trichloride, and the reaction mixture allowed to warm to room temperature over 30 min. The reaction mixture was quenched by pouring into 25 mL of a 15% aqueous sodium chloride solution and stirring 15 m... The reactants are Brc1ccsc1, [Li]C(C)(C)C, CCN(CC)CCN1C(=O)C(=O)c2c(Br)cccc21, C1CCOC1, [Cl-], [NH4+]. The product is CCN(CC)CCN1C(=O)C(O)(c2ccsc2)c2c(Br)cccc21. As a reaction SMILES: [Br:1][c:2]1[cH:3][s:4][cH:5][cH:6]1.[C:7]([Li:8])([CH3:9])([CH3:10])[CH3:11].[CH2:12]([CH3:13])[N:14]([CH2:15][CH2:16][N:17]1[C:18](=[O:19])[C:20](=[O:21])[c:22]2[c:23]([Br:28])[cH:24][cH:25][cH:26][c:27]21)[CH2:29][CH3:30].[CH2:33]1[O:34][CH2:35][CH2:36][CH2:37]1.[Cl-:31].[NH4+:32]>>[c:2]1([C:20]2([OH:21])[C:18](=[O:19])[N:17]([CH2:16][CH2:15][N:14]([CH2:12][CH3:13])[CH2:29][CH3:30])[c:27]3[c:22]2[c:23]([Br:28])[cH:24][cH:25][cH:26]3)[cH:3][s:4][cH:5][cH:6]1.